Dataset: the Open Reaction Database (ORD), a public repository of structured organic reaction records. Task: describe an organic reaction: reactants, conditions, products, and yield The reactants are 27, C1(=CC=CC=C1)CCCCO (4-phenyl-n-butanol), CN(C)C1CCCCC1 (N,N-dimethylcyclohexylamine), ClC1=NC(=NS(N1C)(=O)=O)OC (5-chloro-6-methyl-3-methoxy-6H-1,2,4,6-thiatriazine-1,1-dioxide). Solvent: C(Cl)Cl (methylene chloride). Conditions: time 1 hour. The product is CN1C(=NC(=NS1(=O)=O)OC)OCCCCC1=CC=CC=C1 (6-Methyl-3-methoxy-5-(4-phenyl-n-butoxy)-6H-1,2,4,6-thiatriazine-1,1-dioxide). As a reaction SMILES: [C:1]1([CH2:7][CH2:8][CH2:9][CH2:10][OH:11])[CH:6]=[CH:5][CH:4]=[CH:3][CH:2]=1.CN(C1CCCCC1)C.Cl[C:22]1[N:27]([CH3:28])[S:26](=[O:30])(=[O:29])[N:25]=[C:24]([O:31][CH3:32])[N:23]=1>C(Cl)Cl>[CH3:28][N:27]1[S:26](=[O:30])(=[O:29])[N:25]=[C:24]([O:31][CH3:32])[N:23]=[C:22]1[O:11][CH2:10][CH2:9][CH2:8][CH2:7][C:1]1[CH:6]=[CH:5][CH:4]=[CH:3][CH:2]=1. Reported procedure: A mixture of 27 parts of 4-phenyl-n-butanol with 23 parts of N,N-dimethylcyclohexylamine, and 31.7 parts of 5-chloro-6-methyl-3-methoxy-6H-1,2,4,6-thiatriazine-1,1-dioxide, were added side by side, in the course of 15 minutes, to 250 parts of methylene chloride at from 10° to 15° C., while stirring. Stirring was continued for one hour at room temperature, after which the reaction mixture was washed with 1N hydrochloric acid and with 10% strength sodium carbonate solution, and dried over magnesiu... Starting materials: CC1=C(C(=O)N2CCCC(C2=N1)O)CCN3CCC(CC3)C=4C=5C=CC(=CC5ON4)F (paliperidone), C(=O)(OC(C)(C)C)NCCCBr (3-(Boc-amino)propyl bromide), C1COCCOCCOCCOCCOCCO1 (18-Crown-6), [H-].[Na+] (sodium hydride), C1CCOC1 (THF). Reaction conditions: time 6 hour. Yields the product FC1=CC2=C(C(=NO2)C2CCN(CC2)CCC2=C(N=C3N(C2=O)CCCC3OCCCNC(C(C)(C)C)=O)C)C=C1 (N-(3-((3-(2-(4-(6-fluorobenzo[d]isoxazol-3-yl)piperidin-1-yl)ethyl)-2-methyl-4-oxo-6,7,8,9-tetrahydro-4H-pyrido[1,2-a]pyrimidin-9-yl)oxy)propyl)pivalamide). As a reaction SMILES: [CH3:1][C:2]1[N:12]=[C:11]2[N:6]([CH2:7][CH2:8][CH2:9][CH:10]2[OH:13])[C:4](=[O:5])[C:3]=1[CH2:14][CH2:15][N:16]1[CH2:21][CH2:20][CH:19]([C:22]2[C:23]3[CH:24]=[CH:25][C:26]([F:31])=[CH:27][C:28]=3[O:29][N:30]=2)[CH2:18][CH2:17]1.[C:32]([NH:39][CH2:40][CH2:41][CH2:42]Br)([O:34]C(C)(C)C)=O.[CH2:44]1OCCOCCOCCOCCOCCOC1.[H-].[Na+].[CH2:64]1[CH2:68]OC[CH2:65]1>>[F:31][C:26]1[CH:25]=[CH:24][C:23]2[C:22]([CH:19]3[CH2:20][CH2:21][N:16]([CH2:15][CH2:14][C:3]4[C:4](=[O:5])[N:6]5[CH2:7][CH2:8][CH2:9][CH:10]([O:13][CH2:42][CH2:41][CH2:40][NH:39][C:32](=[O:34])[C:64]([CH3:65])([CH3:68])[CH3:44])[C:11]5=[N:12][C:2]=4[CH3:1])[CH2:17][CH2:18]3)=[N:30][O:29][C:28]=2[CH:27]=1 |f:3.4|. Reported procedure: A solution of paliperidone (746.26 mg, 1.75 mmol) in THF (15 mL) was treated with 3-(Boc-amino)propyl bromide (500 mg, 2.10 mmol), 18-Crown-6 (231.25 mg, 0.874 mmol) and sodium hydride (60 w/w %, 139.97 mg, 3.5 mmol). The mixture was stirred at room temperature for 6 h. The solvent was removed under vacuum, dissolved in dichloromethane/water (50 mL/50 mL) and the aqueous layer extracted with dichloromethane (three times 50 mL). The combined organic layers were dried over Na2SO4, filtered and con... Reactants: C(=O)([O-])[O-].[K+].[K+] (K2CO3), CNC (dimethylamine), C(C)OC(=O)C=1C(=NC2=CC(=CC=C2C1C)F)SCC (2-ethylsulfanyl-7-fluoro-4-methyl-quinoline-3-carboxylic acid ethyl ester), CCCCCC (hexane). Run in CCO (EtOH). Reaction conditions: temperature 90 celsius. Yields the product C(C)OC(=O)C=1C(=NC2=CC(=CC=C2C1C)N(C)C)SCC (7-dimethylamino-2-ethylsulfanyl-4-methyl-quinoline-3-carboxylic acid ethyl ester). Isolated yield 38.0%. Reaction SMILES: C([O-])([O-])=O.[K+].[K+].[CH3:7][NH:8][CH3:9].[CH2:10]([O:12][C:13]([C:15]1[C:16]([S:27][CH2:28][CH3:29])=[N:17][C:18]2[C:23]([C:24]=1[CH3:25])=[CH:22][CH:21]=[C:20](F)[CH:19]=2)=[O:14])[CH3:11].CCCCCC>CCO>[CH2:10]([O:12][C:13]([C:15]1[C:16]([S:27][CH2:28][CH3:29])=[N:17][C:18]2[C:23]([C:24]=1[CH3:25])=[CH:22][CH:21]=[C:20]([N:8]([CH3:9])[CH3:7])[CH:19]=2)=[O:14])[CH3:11] |f:0.1.2|. Procedure: 2.8 g (20.5 mmol) K2CO3 and a 40% aq. dimethylamine solution (20.5 ml) were added to a solution of 2.0 g (6.8 mmol) 2-ethylsulfanyl-7-fluoro-4-methyl-quinoline-3-carboxylic acid ethyl ester in EtOH (20 ml) and the mixture was heated for 16 h at 90° C. in a closed vessel. Then the reaction solution was concentrated to small volume under vacuum and the residue was taken up with water. It was then extracted with EE. The organic phase was washed with water and brine, dried over Na2SO4, filtered and ... The product is N(=[N+]=[N-])CCCCCCCCCCC(=O)Cl (N3(CH2)10C(O)Cl). The solvent is C1=CC=CC=C1 (benzene), CCOCC (ether), CN(C)C=O (DMF), [Cl-].[Na+].O (brine). As a reaction SMILES: BrCCCCCCCCCCC(O)=O.[N-]=[N+]=[N-].[Na+].[N:19]([CH2:22][CH2:23][CH2:24][CH2:25][CH2:26][CH2:27][CH2:28][CH2:29][CH2:30][CH2:31][C:32]([OH:34])=O)=[N+:20]=[N-:21].C(Cl)(=O)C([Cl:38])=O>CN(C=O)C.[Cl-].[Na+].O.C1C=CC=CC=1.CCOCC>[N:19]([CH2:22][CH2:23][CH2:24][CH2:25][CH2:26][CH2:27][CH2:28][CH2:29][CH2:30][CH2:31][C:32]([Cl:38])=[O:34])=[N+:20]=[N-:21] |f:1.2,6.7.8|. Procedure: In a glass reaction vessel, 10.6 grams (40 mmol) of 11-Bromoundecanoic acid was dissolved in 225 milliliters DMF and 26 grams (400 mmol) sodium azide was added. The resulting stirred mixture was heated to 80° C. for 16 h, and then the reaction mixture was worked up with ether and brine. The ether layer was dried (MgSO4), filtered, and concentrated to 9.5 grams of N3(CH2)10C(O)OH as a pale yellow oil which was used without purification. In a glass reaction vessel, the N3(CH2)10C(O)OH was dissolve... Starting materials: N(=[N+]=[N-])CCCCCCCCCCC(=O)O (N3(CH2)10C(O)OH), BrCCCCCCCCCCC(=O)O (11-Bromoundecanoic acid), C(C(=O)Cl)(=O)Cl (oxalyl chloride), [N-]=[N+]=[N-].[Na+] (sodium azide). Conditions: temperature 80 celsius. Reactants: [Cl-], [Cl-], [Cl-], [Cl-], COC(Cl)Cl, ClCCl, Cc1cc(O)cc(C)c1Cl, O, [Ti+4]. The product is Cc1cc(O)c(C=O)c(C)c1Cl. RXN SMILES: [Cl-:20].[Cl-:21].[Cl-:22].[Cl-:23].[Cl:11][CH:12]([O:14][CH3:13])[Cl:15].[Cl:17][CH2:18][Cl:19].[Cl:1][c:2]1[c:3]([CH3:10])[cH:4][c:5]([OH:9])[cH:6][c:7]1[CH3:8].[OH2:16].[Ti+4:24]>>[Cl:1][c:2]1[c:3]([CH3:10])[cH:4][c:5]([OH:9])[c:6]([CH:12]=[O:14])[c:7]1[CH3:8]. Starting materials: C(C)(=O)O.CN(CCCCCCN1CCCC2=CC=CC=C12)C (6-dimethylamino-1-(1,2,3,4-tetrahydroquinolin-1-yl)-hexane acetate), S(O)(O)(=O)=O (sulfuric acid). The solvent is O (water). The product is S(O)(O)(=O)=O.CN(CCCCCCN1CCCC2=CC=CC=C12)C (6-dimethylamino-1-(1,2,3,4-tetrahydroquinolin-1-yl)-hexane bisulfate). RXN SMILES: C(O)(=O)C.[CH3:5][N:6]([CH3:23])[CH2:7][CH2:8][CH2:9][CH2:10][CH2:11][CH2:12][N:13]1[C:22]2[C:17](=[CH:18][CH:19]=[CH:20][CH:21]=2)[CH2:16][CH2:15][CH2:14]1.[S:24](=[O:28])(=[O:27])([OH:26])[OH:25]>O>[S:24](=[O:26])(=[O:25])([OH:28])[OH:27].[CH3:23][N:6]([CH3:5])[CH2:7][CH2:8][CH2:9][CH2:10][CH2:11][CH2:12][N:13]1[C:22]2[C:17](=[CH:18][CH:19]=[CH:20][CH:21]=2)[CH2:16][CH2:15][CH2:14]1 |f:0.1,4.5|. Reported procedure: 6-dimethylamino-1-(1,2,3,4-tetrahydroquinolin-1-yl)-hexane acetate (1.0 g) is dissolved in 50 ml water containing a stoichiometric equivalent of sulfuric acid, and the solution evaporated to dryness. The product is suspended in ethanol and filtered, air dried and recrystallized from methanol/acetone to yield 6-dimethylamino-1-(1,2,3,4-tetrahydroquinolin-1-yl)-hexane bisulfate. The reactants are O=[N+]([O-])c1ncc(Cl)cc1OC1CCCC1, [K+], [K+], O=C([O-])[O-], CN(C)C=O, O, Oc1ccccc1. The product is O=[N+]([O-])c1ncc(Oc2ccccc2)cc1OC1CCCC1. RXN SMILES: [Cl:1][c:2]1[cH:3][c:4]([O:11][CH:12]2[CH2:13][CH2:14][CH2:15][CH2:16]2)[c:5]([N+:8](=[O:9])[O-:10])[n:6][cH:7]1.[K+:24].[K+:25].[O-:26][C:27]([O-:28])=[O:29].[O:31]=[CH:32][N:33]([CH3:34])[CH3:35].[OH2:30].[OH:17][c:18]1[cH:19][cH:20][cH:21][cH:22][cH:23]1>>[c:2]1([O:17][c:18]2[cH:19][cH:20][cH:21][cH:22][cH:23]2)[cH:3][c:4]([O:11][CH:12]2[CH2:13][CH2:14][CH2:15][CH2:16]2)[c:5]([N+:8](=[O:9])[O-:10])[n:6][cH:7]1. Reactants: C=CCOC(=O)NC(Cc1cc(C2CCCN2C(=O)OC(C)(C)C)no1)(C(=O)OCC)C(=O)OCC, CCOC(C)=O, [Na+], C1COCCO1, [OH-], O=S(=O)(O)O. Yields the product C=CCOC(=O)NC(Cc1cc(C2CCCN2C(=O)OC(C)(C)C)no1)(C(=O)O)C(=O)OCC. Reaction SMILES: [CH2:9]([CH3:10])[O:11][C:12]([C:13]([C:14](=[O:15])[O:16][CH2:17][CH3:18])([CH2:19][c:20]1[cH:21][c:22]([CH:25]2[N:26]([C:30](=[O:31])[O:32][C:33]([CH3:34])([CH3:35])[CH3:36])[CH2:27][CH2:28][CH2:29]2)[n:23][o:24]1)[NH:37][C:38](=[O:39])[O:40][CH2:41][CH:42]=[CH2:43])=[O:44].[CH3:45][CH2:46][O:47][C:48](=[O:49])[CH3:50].[Na+:2].[O:3]1[CH2:4][CH2:5][O:6][CH2:7][CH2:8]1.[OH-:1].[S:51](=[O:52])(=[O:53])([OH:54])[OH:55]>>[CH2:9]([CH3:10])[O:11][C:12]([C:13]([C:14](=[O:15])[OH:16])([CH2:19][c:20]1[cH:21][c:22]([CH:25]2[N:26]([C:30](=[O:31])[O:32][C:33]([CH3:34])([CH3:35])[CH3:36])[CH2:27][CH2:28][CH2:29]2)[n:23][o:24]1)[NH:37][C:38](=[O:39])[O:40][CH2:41][CH:42]=[CH2:43])=[O:44].